Dataset: the Open Reaction Database (ORD), a public repository of structured organic reaction records. Task: describe an organic reaction: reactants, conditions, products, and yield The reactants are Cc1cc(N)nc(C)c1N=Nc1ccccc1, CO, [H][H]. Product: Cc1cc(N)nc(C)c1N. RXN SMILES: [CH3:1][c:2]1[cH:3][c:4]([NH2:17])[n:5][c:6]([CH3:16])[c:7]1[N:8]=[N:9][c:10]1[cH:11][cH:12][cH:13][cH:14][cH:15]1.[CH3:20][OH:21].[H:18][H:19]>>[CH3:1][c:2]1[cH:3][c:4]([NH2:17])[n:5][c:6]([CH3:16])[c:7]1[NH2:8].